The task is: describe an organic reaction: reactants, conditions, products, and yield. This data is from the Open Reaction Database (ORD), a public repository of structured organic reaction records. The reactants are N1C(=NC=C1)[C@H](CC1=CC=CC=C1)NC(CN1N=C(C=2CCCCC12)C(F)(F)F)=O ((S)-N-(1-(1H-imidazol-2-yl)-2-phenylethyl)-2-(3-(trifluoromethyl)-4,5,6,7-tetrahydro-1H-indazol-1-yl)acetamide), BrCCC(C)C (1-bromo-3-methylbutane), C(=O)([O-])[O-].[K+].[K+] (K2CO3). The reagents and catalysts are CCCC[N+](CCCC)(CCCC)CCCC.[I-] (TBAI). The solvent is CN(C)C=O (DMF). Reaction conditions: temperature 90 celsius, time 15 hour. Product: C(CC(C)C)N1C(=NC=C1)[C@H](CC1=CC=CC=C1)NC(CN1N=C(C=2CCCCC12)C(F)(F)F)=O ((S)-N-(1-(1-isopentyl-1H-imidazol-2-yl)-2-phenylethyl)-2-(3-(trifluoromethyl)-4,5,6,7-tetrahydro-1H-indazol-1-yl)acetamide). As a reaction SMILES: [NH:1]1[CH:5]=[CH:4][N:3]=[C:2]1[C@@H:6]([NH:14][C:15](=[O:30])[CH2:16][N:17]1[C:25]2[CH2:24][CH2:23][CH2:22][CH2:21][C:20]=2[C:19]([C:26]([F:29])([F:28])[F:27])=[N:18]1)[CH2:7][C:8]1[CH:13]=[CH:12][CH:11]=[CH:10][CH:9]=1.Br[CH2:32][CH2:33][CH:34]([CH3:36])[CH3:35].C([O-])([O-])=O.[K+].[K+]>CN(C=O)C.CCCC[N+](CCCC)(CCCC)CCCC.[I-]>[CH2:32]([N:3]1[CH:4]=[CH:5][N:1]=[C:2]1[C@@H:6]([NH:14][C:15](=[O:30])[CH2:16][N:17]1[C:25]2[CH2:24][CH2:23][CH2:22][CH2:21][C:20]=2[C:19]([C:26]([F:27])([F:28])[F:29])=[N:18]1)[CH2:7][C:8]1[CH:9]=[CH:10][CH:11]=[CH:12][CH:13]=1)[CH2:33][CH:34]([CH3:36])[CH3:35] |f:2.3.4,6.7|. Procedure details: (S)-N-(1-(1H-imidazol-2-yl)-2-phenylethyl)-2-(3-(trifluoromethyl)-4,5,6,7-tetrahydro-1H-indazol-1-yl)acetamide (42 mg, 0.1 mmol) and 1-bromo-3-methylbutane (24 μL, 0.2 mmol) were combined in DMF (0.6 mL) and treated with K2CO3 (21 mg, 0.15 mmol) and TBAI (4 mg). The reaction was heated to 90° C. and stirred for 15 h. The reaction was purified by RP HPLC to provide the title compound: 1H NMR (400 MHz, DMSO-d6) δ 7.23 (q, 7.5 Hz, 3H), 7.16-7.09 (m, 2H), 5.24 (m, 1H), 4.75 (s, 2H), 3.83 (m, 3H), 3.... The reactants are propionylaldehyde, C(C)(=O)O (acetic acid), triacetoxysodium tetrahydroborate, C(O)([O-])=O.[Na+] (sodium hydrogen carbonate), C(C)(C)(C)OC(C(C)(C)SC=1SC=C(N1)CCN(C1=NC=C(C=N1)CC)CC1=CC=C(C=C1)N)=O (2-[(4-{2-[(4-aminobenzyl)(5-ethylpyrimidin-2-yl)amino]ethyl}-1,3-thiazol-2-yl)thio]-2-methylpropionic acid tert-butyl ester). Solvent: ClC(C)Cl (dichloroethane). Run at time 2 hour. Product: C(C)(C)(C)OC(C(C)(C)SC=1SC=C(N1)CCN(CC1=CC=C(C=C1)NCCC)C1=NC=C(C=N1)CC)=O (2-{[4-(2-{(5-ethylpyrimidin-2-yl)[4-(propylamino)benzyl]amino}ethyl)-1,3-thiazol-2-yl]thio}-2-methylpropionic acid tert-butyl ester). As a reaction SMILES: [C:1]([O:5][C:6](=[O:35])[C:7]([S:10][C:11]1[S:12][CH:13]=[C:14]([CH2:16][CH2:17][N:18]([CH2:27][C:28]2[CH:33]=[CH:32][C:31]([NH2:34])=[CH:30][CH:29]=2)[C:19]2[N:24]=[CH:23][C:22]([CH2:25][CH3:26])=[CH:21][N:20]=2)[N:15]=1)([CH3:9])[CH3:8])([CH3:4])([CH3:3])[CH3:2].[C:36](O)(=O)[CH3:37].[C:40](=O)([O-])O.[Na+]>ClC(Cl)C>[C:1]([O:5][C:6](=[O:35])[C:7]([S:10][C:11]1[S:12][CH:13]=[C:14]([CH2:16][CH2:17][N:18]([C:19]2[N:24]=[CH:23][C:22]([CH2:25][CH3:26])=[CH:21][N:20]=2)[CH2:27][C:28]2[CH:29]=[CH:30][C:31]([NH:34][CH2:40][CH2:36][CH3:37])=[CH:32][CH:33]=2)[N:15]=1)([CH3:8])[CH3:9])([CH3:2])([CH3:3])[CH3:4] |f:2.3|. Procedure details: 2-[(4-{2-[(4-Aminobenzyl)(5-ethylpyrimidin-2-yl)amino]ethyl}-1,3-thiazol-2-yl)thio]-2-methylpropionic acid tert-butyl ester (175 mg) synthesized in Example 439-2 was dissolved in dichloroethane (2.0 mL), propionylaldehyde (24 mg), acetic acid (20 μL) and triacetoxysodium tetrahydroborate (100 mg) were successively added thereto, and the mixture was stirred at room temperature for 2 hr. Saturated aqueous sodium hydrogen carbonate solution was added, and the mixture was extracted with ethyl acetat... Reactants: COC(C1=C(C(=CC(=C1)Br)C)N(C)S(=O)(=O)C1=CC=C(C=C1)OC)=O (5-Bromo-2-[(4-methoxy-benzenesulfonyl)-methyl-amino]-3-methyl-benzoic acid methyl ester), C(C)(C)(C)OC(C=C)=O (t-butylacrylate), [Br-].C(C)(C)(C)[NH3+] (t-butyl ammonium bromide), C(=O)([O-])[O-].[K+].[K+] (K2CO3). Reagents/catalysts: C(C)(=O)[O-].C(C)(=O)[O-].[Pd+2] (palladium diacetate). Solvent: CN(C)C=O (DMF), O (water). Conditions: time 6 hour. The product is COC(C1=C(C(=CC(=C1)C=CC(=O)OC(C)(C)C)C)N(C)S(=O)(=O)C1=CC=C(C=C1)OC)=O (5-(2-tert-Butoxycarbonyl-vinyl)-2-[(4-methoxy-benzenesulfonyl)-methyl-amino]-3-methyl-benzoic acid methyl ester). Yield: 88.3%. Reaction SMILES: [CH3:1][O:2][C:3](=[O:25])[C:4]1[CH:9]=[C:8](Br)[CH:7]=[C:6]([CH3:11])[C:5]=1[N:12]([S:14]([C:17]1[CH:22]=[CH:21][C:20]([O:23][CH3:24])=[CH:19][CH:18]=1)(=[O:16])=[O:15])[CH3:13].[C:26]([O:30][C:31](=[O:34])[CH:32]=[CH2:33])([CH3:29])([CH3:28])[CH3:27].[Br-].C([NH3+])(C)(C)C.C([O-])([O-])=O.[K+].[K+]>CN(C=O)C.C([O-])(=O)C.C([O-])(=O)C.[Pd+2].O>[CH3:1][O:2][C:3](=[O:25])[C:4]1[CH:9]=[C:8]([CH:33]=[CH:32][C:31]([O:30][C:26]([CH3:29])([CH3:28])[CH3:27])=[O:34])[CH:7]=[C:6]([CH3:11])[C:5]=1[N:12]([S:14]([C:17]1[CH:22]=[CH:21][C:20]([O:23][CH3:24])=[CH:19][CH:18]=1)(=[O:16])=[O:15])[CH3:13] |f:2.3,4.5.6,8.9.10|. Procedure details: A mixture of 1.28 g (3.0 mmol) of the product of Example 202, 1.31 ml (9.0 mmol) of t-butylacrylate, 33.75 mg (0.15 mmol) of palladium diacetate, 1.0 g (3.15 mmol) of t-butyl ammonium bromide and 1.24 g (9.0 mmol) of K2CO3 in 10 ml of DMF was stifled at 85° C. for 6 h. The reaction mixture was poured into water and extracted with ethyl acetate. The combined organics were washed with water and brine, dried over MgSO4, filtered and concentrated in vacuo. The resulting residue was dissolved in 20 m... Starting materials: [OH-].[Na+] (sodium hydroxide), C(C)(C)(C)C1=C(C(=CC(=C1)OC=1SC=C(N1)CC(=O)OCC)C(C)(C)C)O (2,6-Di-tert-butyl-4-[(4-ethoxycarbonylmethyl-2-thiazolyl)oxy]phenol), O (water). Run in C(C)O (ethanol). Run at time 1 hour. Yields the product C(C)(C)(C)C1=C(C(=CC(=C1)OC=1SC=C(N1)CC(=O)O)C(C)(C)C)O (2,6-di-tert-butyl-4-[(4-carboxymethyl-2-thiazolyl)oxy]phenol). Isolated yield 80.8%. RXN SMILES: [C:1]([C:5]1[CH:10]=[C:9]([O:11][C:12]2[S:13][CH:14]=[C:15]([CH2:17][C:18]([O:20]CC)=[O:19])[N:16]=2)[CH:8]=[C:7]([C:23]([CH3:26])([CH3:25])[CH3:24])[C:6]=1[OH:27])([CH3:4])([CH3:3])[CH3:2].[OH-].[Na+].O>C(O)C>[C:1]([C:5]1[CH:10]=[C:9]([O:11][C:12]2[S:13][CH:14]=[C:15]([CH2:17][C:18]([OH:20])=[O:19])[N:16]=2)[CH:8]=[C:7]([C:23]([CH3:26])([CH3:25])[CH3:24])[C:6]=1[OH:27])([CH3:3])([CH3:4])[CH3:2] |f:1.2|. Procedure details: 2,6-Di-tert-butyl-4-[(4-ethoxycarbonylmethyl-2-thiazolyl)oxy]phenol (produced in Example 41) (0.40 g) was dissolved in 15 ml of ethanol, 8 ml of 2 N aqueous sodium hydroxide was added to the solution at room temperature, and the mixture was stirred for 1 hour. The reaction mixture was poured into water and, after acidification to Congo red with 36% hydrochloric acid, extracted with dichloromethane. The organic layer was washed with saturated aqueous sodium chloride solution, dried over magnesium... Starting materials: Cl, O=C(c1ccc(OCC2CO2)cc1)c1ccc([N+](=O)[O-])cc1, C1COCCO1, O, c1ccc(-c2ccncc2)cc1. RXN SMILES: [ClH:35].[O:1]1[CH:2]([CH2:3][O:4][c:5]2[cH:6][cH:7][c:8]([C:9](=[O:10])[c:11]3[cH:12][cH:13][c:14]([N+:17](=[O:18])[O-:19])[cH:15][cH:16]3)[cH:20][cH:21]2)[CH2:22]1.[O:36]1[CH2:37][CH2:38][O:39][CH2:40][CH2:41]1.[OH2:42].[c:23]1(-[c:29]2[cH:30][cH:31][n:32][cH:33][cH:34]2)[cH:24][cH:25][cH:26][cH:27][cH:28]1>>[Cl-:35].[OH:1][CH:2]([CH2:3][O:4][c:5]1[cH:6][cH:7][c:8]([C:9](=[O:10])[c:11]2[cH:12][cH:13][c:14]([N+:17](=[O:18])[O-:19])[cH:15][cH:16]2)[cH:20][cH:21]1)[CH2:22][n+:32]1[cH:31][cH:30][c:29](-[c:23]2[cH:24][cH:25][cH:26][cH:27][cH:28]2)[cH:34][cH:33]1. Product: [Cl-], O=C(c1ccc(OCC(O)C[n+]2ccc(-c3ccccc3)cc2)cc1)c1ccc([N+](=O)[O-])cc1. Starting materials: ClC1=NC=NC(=C1)Cl (4,6-dichloropyrimidine), N1C(=NC=C1)C=1C(=NC(=NC1)NCCNC1=NC=C(C=C1)C(F)(F)F)C1=CC=C(C=C1)C#N (4-{5-imidazolyl-2-[(2-{[5-(trifluoromethyl)(2-pyridyl)]amino}ethyl)amino]pyrimidin-4-yl}benzenecarbonitrile). The product is ClC1=CC(=NC=N1)NCCNC1=NC=C(C(=N1)C1=CC=C(C=C1)C#N)C=1NC=CN1 (4-[2-({2-[(6-chloropyrimidin-4-yl)amino]ethyl}amino)-5-imidazolylpyrimidin-4-yl]benzenecarbonitrile). Reaction SMILES: Cl[C:2]1[CH:7]=[C:6]([Cl:8])[N:5]=[CH:4][N:3]=1.[NH:9]1[CH:13]=[CH:12][N:11]=[C:10]1[C:14]1[C:15]([C:34]2[CH:39]=[CH:38][C:37]([C:40]#[N:41])=[CH:36][CH:35]=2)=[N:16][C:17]([NH:20][CH2:21][CH2:22][NH:23]C2C=CC(C(F)(F)F)=CN=2)=[N:18][CH:19]=1>>[Cl:8][C:6]1[N:5]=[CH:4][N:3]=[C:2]([NH:23][CH2:22][CH2:21][NH:20][C:17]2[N:16]=[C:15]([C:34]3[CH:39]=[CH:38][C:37]([C:40]#[N:41])=[CH:36][CH:35]=3)[C:14]([C:10]3[NH:9][CH:13]=[CH:12][N:11]=3)=[CH:19][N:18]=2)[CH:7]=1. Procedure: 4-[2-({2-[(6-chloropyrimidin-4-yl)amino]ethyl}amino)-5-imidazolylpyrimidin-4-yl]benzenecarbonitrile was prepared from 4,6-dichloropyrimidine using the general method for 4-{5-imidazolyl-2-[(2-{[5-(trifluoromethyl)(2-pyridyl)]amino}ethyl)amino]pyrimidin-4-yl}benzenecarbonitrile. Procedure: A procedure similar to that described in Example 82(a) was repeated, except that 315 mg of ethyl 4-(1-hydroxy-1-methylethyl)-2-ethoxymethylimidazole-5-carboxylate [prepared as described in Preparation 44 (iii)], 145 mg of potassium t-butoxide and 510 mg of 4-[2-(t-butoxycarbonyl)phenyl]benzyl bromide were employed and the product was purified by column chromatography through silica gel using a 1:1 by volume mixture of hexane and ethyl acetate as the eluent, to obtain 600 mg of the title compound... Starting materials: OC(C)(C)C=1N=C(NC1C(=O)OCC)COCC (ethyl 4-(1-hydroxy-1-methylethyl)-2-ethoxymethylimidazole-5-carboxylate), CC(C)([O-])C.[K+] (potassium t-butoxide), C(C)(C)(C)OC(=O)C1=C(C=CC=C1)C1=CC=C(CBr)C=C1 (4-[2-(t-butoxycarbonyl)phenyl]benzyl bromide). Yields the product C(C)(C)(C)OC(=O)C1=C(C=CC=C1)C1=CC=C(C=C1)CN1C(=NC(=C1C(=O)OCC)C(C)(C)O)COCC (Ethyl 1-{4-[2-(t-butoxycarbonyl)phenyl]phenyl}methyl-2-ethoxymethyl-4-(1-hydroxy-1-methylethyl)imidazole-5-carboxylate). RXN SMILES: [OH:1][C:2]([C:5]1[N:6]=[C:7]([CH2:15][O:16][CH2:17][CH3:18])[NH:8][C:9]=1[C:10]([O:12][CH2:13][CH3:14])=[O:11])([CH3:4])[CH3:3].CC(C)([O-])C.[K+].[C:25]([O:29][C:30]([C:32]1[CH:37]=[CH:36][CH:35]=[CH:34][C:33]=1[C:38]1[CH:45]=[CH:44][C:41]([CH2:42]Br)=[CH:40][CH:39]=1)=[O:31])([CH3:28])([CH3:27])[CH3:26]>>[C:25]([O:29][C:30]([C:32]1[CH:37]=[CH:36][CH:35]=[CH:34][C:33]=1[C:38]1[CH:45]=[CH:44][C:41]([CH2:42][N:8]2[C:9]([C:10]([O:12][CH2:13][CH3:14])=[O:11])=[C:5]([C:2]([OH:1])([CH3:3])[CH3:4])[N:6]=[C:7]2[CH2:15][O:16][CH2:17][CH3:18])=[CH:40][CH:39]=1)=[O:31])([CH3:28])([CH3:27])[CH3:26] |f:1.2|. Yield: 93.4%. Reactants: C(C=C)(=O)O (acrylic acid), C1=CC=CC=C1 (benzene), C1=CC=CC1 (cyclopentadiene). Conditions: time 12 hour. The product is C12C(CC(C=C1)C2)C(=O)O (5-norbornene-2-carboxylic acid). Yield: 97.9%. Reaction SMILES: [C:1]([OH:5])(=[O:4])[CH:2]=[CH2:3].[CH:6]1[CH2:10][CH:9]=[CH:8]C=1.[CH:11]1C=CC=CC=1>>[CH:3]12[CH2:11][CH:10]([CH:9]=[CH:8]1)[CH2:6][CH:2]2[C:1]([OH:5])=[O:4]. Procedure details: In 300 ml of benzene was dissolved 324.3 g of acrylic acid. Below 40° C., 327.2 g of cyclopentadiene was added dropwise to the solution over 2 hours. After agitation was continued for 12 hours at room temperature, the reaction mixture was concentrated in vacuum, yielding 608.5 g of 5-norbornene-2-carboxylic acid. The yield was 97.9%.